This data is from the Open Reaction Database (ORD), a public repository of structured organic reaction records. The task is: describe an organic reaction: reactants, conditions, products, and yield Starting materials: CS(=O)C (dimethylsulfoxide), FC(C(=O)OC(C(F)(F)F)=O)(F)F (trifluoroacetic anhydride), ClC=1C=C(C=C(C1)Cl)C1(CC(=NO1)C1=CC=C(C2=CC=CC=C12)C(=O)N)C(F)(F)F (4-[5-(3,5-dichlorophenyl)-4,5-dihydro-5-(trifluoromethyl)-3-isoxazolyl]-1-naphthalenecarboxamide). Solvent: ClCCl (dichloromethane). Conditions: temperature -60 celsius, time 10 minute. Product: ClC=1C=C(C=C(C1)Cl)C1(CC(=NO1)C1=CC=C(C2=CC=CC=C12)C(=O)N=S(C)C)C(F)(F)F (4-[5-(3,5-dichlorophenyl)-4,5-dihydro-5-(trifluoromethyl)-3-isoxazolyl]-N-(dimethyl-λ4-sulfanylidene)-1-naphthalenecarboxamide). As a reaction SMILES: [CH3:1][S:2]([CH3:4])=O.FC(F)(F)C(OC(=O)C(F)(F)F)=O.[Cl:18][C:19]1[CH:20]=[C:21]([C:26]2([C:44]([F:47])([F:46])[F:45])[O:30][N:29]=[C:28]([C:31]3[C:40]4[C:35](=[CH:36][CH:37]=[CH:38][CH:39]=4)[C:34]([C:41]([NH2:43])=[O:42])=[CH:33][CH:32]=3)[CH2:27]2)[CH:22]=[C:23]([Cl:25])[CH:24]=1>ClCCl>[Cl:18][C:19]1[CH:20]=[C:21]([C:26]2([C:44]([F:46])([F:45])[F:47])[O:30][N:29]=[C:28]([C:31]3[C:40]4[C:35](=[CH:36][CH:37]=[CH:38][CH:39]=4)[C:34]([C:41]([N:43]=[S:2]([CH3:4])[CH3:1])=[O:42])=[CH:33][CH:32]=3)[CH2:27]2)[CH:22]=[C:23]([Cl:25])[CH:24]=1. Procedure details: To a stirred solution of dimethylsulfoxide (38 mg) in dichloromethane (1 mL) at −60° C. was added trifluoroacetic anhydride (105 mg). After the reaction mixture was stirred for 10 minutes at −60° C., a solution of 4-[5-(3,5-dichlorophenyl)-4,5-dihydro-5-(trifluoromethyl)-3-isoxazolyl]-1-naphthalenecarboxamide (75 mg, in 1.5 mL of dichloromethane and 0.4 mL of dimethylsulfoxide) was added. The reaction mixture was allowed to warm to −20° C. over 1 h, then quenched with water and extracted with di... Starting materials: N(=[N+]=[N-])C1=CC=C(C=CC(=O)O)C=C1 (p-azidocinnamic acid), S(=O)(Cl)Cl (thionyl chloride). Yields the product N(=[N+]=[N-])C1=CC=C(C=CC(=O)Cl)C=C1 (p-azidocinnamic acid chloride). Yield: 79.2%. RXN SMILES: [N:1]([C:4]1[CH:14]=[CH:13][C:7]([CH:8]=[CH:9][C:10](O)=[O:11])=[CH:6][CH:5]=1)=[N+:2]=[N-:3].S(Cl)([Cl:17])=O>>[N:1]([C:4]1[CH:14]=[CH:13][C:7]([CH:8]=[CH:9][C:10]([Cl:17])=[O:11])=[CH:6][CH:5]=1)=[N+:2]=[N-:3]. Reported procedure: To 17 g (90 millimoles) of p-azidocinnamic acid was added 53 g (450 millimoles) of thionyl chloride, and the resulting solution was refluxed with heating. When the generation of SO2 gas terminated, the reflux was stopped, after which the excess thionyl chloride was distilled off under reduced pressure to obtain 14.8 g of p-azidocinnamic acid chloride as the distillation residue. The reactants are CCO, CCOC(=O)C(=NOC)C1=CSCCN1C=O, [K+], [OH-]. Product: CON=C(C(=O)O)C1=CSCCN1C=O. RXN SMILES: [CH3:20][CH2:21][OH:22].[CH:1](=[O:2])[N:3]1[CH2:4][CH2:5][S:6][CH:7]=[C:8]1[C:9]([C:10](=[O:11])[O:12][CH2:13][CH3:14])=[N:15][O:16][CH3:17].[K+:19].[OH-:18]>>[CH:1](=[O:2])[N:3]1[CH2:4][CH2:5][S:6][CH:7]=[C:8]1[C:9]([C:10](=[O:11])[OH:12])=[N:15][O:16][CH3:17]. Starting materials: Cc1c2n(c3ccccc13)CCCC2NC=O, CI, CN(C)C=O, [H-], [Na+]. Product: Cc1c2n(c3ccccc13)CCCC2N(C)C=O. Reaction SMILES: [CH3:1][c:2]1[c:3]2[n:4]([c:5]3[cH:6][cH:7][cH:8][cH:9][c:10]13)[CH2:11][CH2:12][CH2:13][CH:14]2[NH:15][CH:16]=[O:17].[CH3:20][I:21].[CH3:22][N:23]([CH3:24])[CH:25]=[O:26].[H-:18].[Na+:19]>>[CH3:1][c:2]1[c:3]2[n:4]([c:5]3[cH:6][cH:7][cH:8][cH:9][c:10]13)[CH2:11][CH2:12][CH2:13][CH:14]2[N:15]([CH:16]=[O:17])[CH3:20]. Procedure details: 4-Benzyl-3-methyl-1,2,3-oxadiazol-5-one (0.600 g) and ethynyltri-n-butyltin (2.5 ml) were dissolved in xylene (10 ml) and heated to 140° C. under argon for 16 h. The solvent was then evaporated and the residue was chromatographed over silica gel. Elution with a gradient of 0 to 10% acetone/toluene gave the product as a yellow oil (0.189 g); dH (CDCl3) 0.8-1.7 (27H, m), 3.77 (3H, s), 4.00 (2H, s), 6.09 (1H, s), 7.10-7.40 (5H, m). Reaction conditions: temperature 140 celsius. Solvent: C=1(C(=CC=CC1)C)C (xylene). The product is C(C1=CC=CC=C1)C1=CC(=NN1C)[Sn](CCCC)(CCCC)CCCC (5-Benzyl-1-methyl-3-(tri-n-butylstannyl)pyrazole). As a reaction SMILES: [CH2:1]([CH:8]1[C:12](=O)O[NH:10][N:9]1[CH3:14])[C:2]1[CH:7]=[CH:6][CH:5]=[CH:4][CH:3]=1.[C:15]([Sn:17]([CH2:26][CH2:27][CH2:28][CH3:29])([CH2:22][CH2:23][CH2:24][CH3:25])[CH2:18][CH2:19][CH2:20][CH3:21])#C>C1(C)C(C)=CC=CC=1>[CH2:1]([C:8]1[N:9]([CH3:14])[N:10]=[C:15]([Sn:17]([CH2:18][CH2:19][CH2:20][CH3:21])([CH2:26][CH2:27][CH2:28][CH3:29])[CH2:22][CH2:23][CH2:24][CH3:25])[CH:12]=1)[C:2]1[CH:7]=[CH:6][CH:5]=[CH:4][CH:3]=1. Starting materials: C(C1=CC=CC=C1)C1N(NOC1=O)C (4-Benzyl-3-methyl-1,2,3-oxadiazol-5-one), C(#C)[Sn](CCCC)(CCCC)CCCC (ethynyltri-n-butyltin). The reactants are BrCCCCCOCCCC1=CC=C(C=C1)OC (1-[3-[(5-Bromopentyl)oxy]propyl]-4-methoxybenzene), C(C1=CC=CC=C1)N (benzylamine), Cl (hydrochloric acid). Solvent: O (water). Reaction conditions: time 2 hour. Product: Cl.COC1=CC=C(C=C1)CCCOCCCCCNCC1=CC=CC=C1 (N-[5-[3-(4-Methoxyphenyl)propoxy]pentyl]benzenemethanamine hydrochloride). RXN SMILES: Br[CH2:2][CH2:3][CH2:4][CH2:5][CH2:6][O:7][CH2:8][CH2:9][CH2:10][C:11]1[CH:16]=[CH:15][C:14]([O:17][CH3:18])=[CH:13][CH:12]=1.[CH2:19]([NH2:26])[C:20]1[CH:25]=[CH:24][CH:23]=[CH:22][CH:21]=1.[ClH:27]>O>[ClH:27].[CH3:18][O:17][C:14]1[CH:15]=[CH:16][C:11]([CH2:10][CH2:9][CH2:8][O:7][CH2:6][CH2:5][CH2:4][CH2:3][CH2:2][NH:26][CH2:19][C:20]2[CH:25]=[CH:24][CH:23]=[CH:22][CH:21]=2)=[CH:12][CH:13]=1 |f:4.5|. Reported procedure: 1-[3-[(5-Bromopentyl)oxy]propyl]-4-methoxybenzene (2.0 g) was added to benzylamine (6 ml) at 120° under nitrogen. The solution was stirred for 2 h at 120° then added (hot) to 2N hydrochloric acid (50 ml) and water (25 ml). The resulting precipitate was collected by filtration, washed with 2N hydrochloric acid, water and ER then dried at 50° under vacuum to give the title compound as a white solid (1.79 g) m.p. 118°-121°.